From a dataset of the Open Reaction Database (ORD), a public repository of structured organic reaction records. describe an organic reaction: reactants, conditions, products, and yield Product: Cl.OC(CNC(CC1=CC=C(C=C1)OC)(C)C)COC1=CC(=CC=C1)Cl (N-[2-Hydroxy-3-(3-chlorophenoxy)propyl]-1,1-dimethyl-2-(4-methoxyphenyl) ethylamine Hydrochloride). Reaction SMILES: [CH2:1]([O:5][C:6]1[CH:11]=[CH:10][CH:9]=[C:8]([Cl:12])[CH:7]=1)[CH:2]1[O:4][CH2:3]1.[CH3:13][C:14]([NH2:25])([CH3:24])[CH2:15][C:16]1[CH:21]=[CH:20][C:19]([O:22][CH3:23])=[CH:18][CH:17]=1>>[ClH:12].[OH:4][CH:2]([CH2:1][O:5][C:6]1[CH:11]=[CH:10][CH:9]=[C:8]([Cl:12])[CH:7]=1)[CH2:3][NH:25][C:14]([CH3:24])([CH3:13])[CH2:15][C:16]1[CH:21]=[CH:20][C:19]([O:22][CH3:23])=[CH:18][CH:17]=1 |f:2.3|. The yield is 83.9%. Reactants: C(C1CO1)OC1=CC(=CC=C1)Cl (3-chlorophenyl glycidyl ether), CC(CC1=CC=C(C=C1)OC)(C)N (1,1-dimethyl-2-(4-methoxyphenyl)ethylamine). Reported procedure: Using the method of Example 25, supra, 3-chlorophenyl glycidyl ether (1.0 mmol) and 1,1-dimethyl-2-(4-methoxyphenyl)ethylamine (1.25 mmol) yielded 168 mg of the title compound as a white solid: GC/EI-MS, m/z (rel. int.) 348 (M-15, 0.9), 245 (7), 244 (35), 243 (25), 242 (100), 163 (7), 121 (22), 71 (11), 70 (16).